describe an organic reaction: reactants, conditions, products, and yield From a dataset of the Open Reaction Database (ORD), a public repository of structured organic reaction records. Starting materials: C[N+](C)(C)C, [Cl-], ClCC1CO1, [Na+], O, CC(C)(O)C(=O)[O-]. Product: CC(C)(O)C(=O)OCC1CO1. RXN SMILES: [CH3:15][N+:16]([CH3:17])([CH3:18])[CH3:19].[Cl-:14].[Cl:9][CH2:10][CH:11]1[CH2:12][O:13]1.[Na+:8].[OH2:20].[OH:1][C:2]([C:3](=[O:4])[O-:5])([CH3:6])[CH3:7]>>[OH:1][C:2]([C:3](=[O:4])[O:5][CH2:10][CH:11]1[CH2:12][O:13]1)([CH3:6])[CH3:7]. Reactants: CC(C)(C)OC(=O)CC(Cc1ccc(Cl)cc1)C(=O)N1CCN(c2ccccc2N(CC2CC2)S(C)(=O)=O)CC1, ClCCl, O=C(O)C(F)(F)F. The product is CS(=O)(=O)N(CC1CC1)c1ccccc1N1CCN(C(=O)C(CC(=O)O)Cc2ccc(Cl)cc2)CC1. As a reaction SMILES: [Cl:1][c:2]1[cH:3][cH:4][c:5]([CH2:8][CH:9]([CH2:10][C:11](=[O:12])[O:13][C:14]([CH3:15])([CH3:16])[CH3:17])[C:18](=[O:19])[N:20]2[CH2:21][CH2:22][N:23]([c:26]3[c:27]([N:32]([S:33](=[O:34])(=[O:35])[CH3:36])[CH2:37][CH:38]4[CH2:39][CH2:40]4)[cH:28][cH:29][cH:30][cH:31]3)[CH2:24][CH2:25]2)[cH:6][cH:7]1.[Cl:48][CH2:49][Cl:50].[F:41][C:42]([F:43])([F:44])[C:45]([OH:46])=[O:47]>>[Cl:1][c:2]1[cH:3][cH:4][c:5]([CH2:8][CH:9]([CH2:10][C:11](=[O:12])[OH:13])[C:18](=[O:19])[N:20]2[CH2:21][CH2:22][N:23]([c:26]3[c:27]([N:32]([S:33](=[O:34])(=[O:35])[CH3:36])[CH2:37][CH:38]4[CH2:39][CH2:40]4)[cH:28][cH:29][cH:30][cH:31]3)[CH2:24][CH2:25]2)[cH:6][cH:7]1. The reactants are C(C1=CC=CC=C1)(=O)O[C@@H]1C[C@@H]2CC=C3[C@]45[C@H](C[C@H]([C@@H](CCCC(C)C)C)[C@]4(CC[C@@H]3[C@]2(CC1)C)C)O5 ((3β,5α,15α)-14,15-epoxycholest-7-en-3-ol benzoate). Solvent: CC(=O)C (acetone). The product is C(C1=CC=CC=C1)(=O)O[C@@H]1C[C@@H]2CCC3=C4C(C[C@H]([C@@H](CCCC(C)C)C)[C@]4(CC[C@@H]3[C@]2(CC1)C)C)=O ((3β,5α)-3-(benzoyloxy)-cholest-8(14)en-15-one). As a reaction SMILES: [C:1]([O:9][C@H:10]1[CH2:34][CH2:33][C@@:32]2([CH3:35])[C@@H:12]([CH2:13][CH:14]=[C:15]3[C@@H:31]2[CH2:30][CH2:29][C@@:28]2([CH3:36])[C@@:16]43[O:37][C@H:17]4[CH2:18][C@@H:19]2[C@H:20]([CH3:27])[CH2:21][CH2:22][CH2:23][CH:24]([CH3:26])[CH3:25])[CH2:11]1)(=[O:8])[C:2]1[CH:7]=[CH:6][CH:5]=[CH:4][CH:3]=1>CC(C)=O>[C:1]([O:9][C@H:10]1[CH2:34][CH2:33][C@@:32]2([CH3:35])[C@@H:12]([CH2:13][CH2:14][C:15]3[C@@H:31]2[CH2:30][CH2:29][C@@:28]2([CH3:36])[C:16]=3[C:17](=[O:37])[CH2:18][C@@H:19]2[C@H:20]([CH3:27])[CH2:21][CH2:22][CH2:23][CH:24]([CH3:26])[CH3:25])[CH2:11]1)(=[O:8])[C:2]1[CH:7]=[CH:6][CH:5]=[CH:4][CH:3]=1. Procedure: A 5.0 g amount of (3β,5α,15α)-14,15-epoxycholest-7-en-3-ol benzoate (3) (Example 2) was suspended and stirred in 50 ml of acetone and the procedure of Example 6 was followed throughout to obtain 4.8 g of the desired product.